Dataset: the Open Reaction Database (ORD), a public repository of structured organic reaction records. Task: describe an organic reaction: reactants, conditions, products, and yield Reactants: NCCCCO[Si](C1=CC=CC=C1)(C1=CC=CC=C1)C(C)(C)C (4-amino-1-(t-butyldiphenylsilyloxy)butane), CCCC[N+](CCCC)(CCCC)CCCC.[F-] (TBAF), C(CCCCCCCCCCCCC)(=O)O[C@@H](CC(=O)O)CCCCCCCCCCC ((R)-3-tetradecanoyloxytetradecanoic acid), CI (MeI). Run in C1CCOC1 (THF), C(CCl)Cl (EDC). Product: C(CCCCCCCCCCCCC)(=O)O[C@@H](CC(=O)NCCCCO)CCCCCCCCCCC (4-[(R)-3-tetradecanoyloxytetradecanoylamino]-1-butanol). Isolated yield 80.9%. RXN SMILES: [NH2:1][CH2:2][CH2:3][CH2:4][CH2:5][O:6][Si](C(C)(C)C)(C1C=CC=CC=1)C1C=CC=CC=1.[C:24]([O:39][C@H:40]([CH2:45][CH2:46][CH2:47][CH2:48][CH2:49][CH2:50][CH2:51][CH2:52][CH2:53][CH2:54][CH3:55])[CH2:41][C:42]([OH:44])=O)(=[O:38])[CH2:25][CH2:26][CH2:27][CH2:28][CH2:29][CH2:30][CH2:31][CH2:32][CH2:33][CH2:34][CH2:35][CH2:36][CH3:37].CI.CCCC[N+](CCCC)(CCCC)CCCC.[F-]>C1COCC1.C(Cl)CCl>[C:24]([O:39][C@H:40]([CH2:45][CH2:46][CH2:47][CH2:48][CH2:49][CH2:50][CH2:51][CH2:52][CH2:53][CH2:54][CH3:55])[CH2:41][C:42]([NH:1][CH2:2][CH2:3][CH2:4][CH2:5][OH:6])=[O:44])(=[O:38])[CH2:25][CH2:26][CH2:27][CH2:28][CH2:29][CH2:30][CH2:31][CH2:32][CH2:33][CH2:34][CH2:35][CH2:36][CH3:37] |f:3.4|. Procedure: In the same manner as described in Example 20-(1), 4-amino-1-(t-butyldiphenylsilyloxy)butane (500 mg, 1.53 mmol) was acylated with (R)-3-tetradecanoyloxytetradecanoic acid (695 mg, 1.53 mmol) in the presence of EDC.MeI (595 mg, 2.0 mmol) and then deprotected with TBAF (1.0 M in THF, 2.5 mL, 2.5 mmol) in THF (15 mL) to afford 651 mg (81%) of 4-[(R)-3-tetradecanoyloxytetradecanoylamino]-1-butanol as an off-white solid.